Dataset: the Open Reaction Database (ORD), a public repository of structured organic reaction records. Task: describe an organic reaction: reactants, conditions, products, and yield Starting materials: IC1=CC(N(N=C1)C1OCCCC1)=O (5-iodo-2-(tetrahydro-pyran-2-yl)-2H-pyridazin-3-one), ClC1=C(C=CC(=C1)OC(F)(F)F)O (2-chloro-4-trifluoromethoxy-phenol), IC1=CC(N(N=C1)C1OCCCC1)=O (5-iodo-2-(tetrahydro-pyran-2-yl)-2H-pyridazin-3-one), IC1=CC(N(N=C1)C1OCCCC1)=O (5-iodo-2-(tetrahydro-pyran-2-yl)-2H-pyridazin-3-one). Yields the product ClC1=C(OC2=CC(NN=C2)=O)C=CC(=C1)OC(F)(F)F (5-(2-chloro-4-trifluoromethoxy-phenoxy)-2H-pyridazin-3-one). RXN SMILES: I[C:2]1[CH:7]=[N:6][N:5](C2CCCCO2)[C:4](=[O:14])[CH:3]=1.[Cl:15][C:16]1[CH:21]=[C:20]([O:22][C:23]([F:26])([F:25])[F:24])[CH:19]=[CH:18][C:17]=1[OH:27]>>[Cl:15][C:16]1[CH:21]=[C:20]([O:22][C:23]([F:24])([F:25])[F:26])[CH:19]=[CH:18][C:17]=1[O:27][C:2]1[CH:7]=[N:6][NH:5][C:4](=[O:14])[CH:3]=1. Reported procedure: In an analogous manner to the stepwise sequence outlined in Intermediate 18, starting from 5-iodo-2-(tetrahydro-pyran-2-yl)-2H-pyridazin-3-one (Intermediate 18, step 2) and 2-chloro-4-trifluoromethoxy-phenol afforded 5-(2-chloro-4-trifluoromethoxy-phenoxy)-2H-pyridazin-3-one which was then reacted in an analogous manner to that outlined in the synthesis of Intermediate 19 (steps 4 and 5) alkylating with 2-bromo-3-cyclohexyl-propionic acid methyl ester (Intermediate 12) afforded 2-[4-(2-chloro-4-... Starting materials: BrCC1=C(C=C(C(=O)OC)C=C1)Cl (methyl 4-bromomethyl-3-chlorobenzoate), C1(C=2C(C(N1)=O)=CC=CC2)=O.[K] (potassium phthalimide), ice water. Run in CN(C=O)C (dimethylformamide). Run at temperature 85 celsius. The product is C1(C=2C(C(N1CC1=C(C=C(C(=O)OC)C=C1)Cl)=O)=CC=CC2)=O (methyl 4-(phthalimidomethyl)-3-chlorobenzoate). RXN SMILES: Br[CH2:2][C:3]1[CH:12]=[CH:11][C:6]([C:7]([O:9][CH3:10])=[O:8])=[CH:5][C:4]=1[Cl:13].[C:14]1(=[O:24])[NH:18][C:17](=[O:19])[C:16]2=[CH:20][CH:21]=[CH:22][CH:23]=[C:15]12.[K]>CN(C)C=O>[C:14]1(=[O:24])[N:18]([CH2:2][C:3]2[CH:12]=[CH:11][C:6]([C:7]([O:9][CH3:10])=[O:8])=[CH:5][C:4]=2[Cl:13])[C:17](=[O:19])[C:16]2=[CH:20][CH:21]=[CH:22][CH:23]=[C:15]12 |f:1.2,^1:24|. Procedure details: A mixture of methyl 4-bromomethyl-3-chlorobenzoate 10 g, 38 mmol) and potassium phthalimide (9.85 g, 53 mmol) in dimethylformamide (65 mL) was stirred and heated to 85° C. for 2 h. The hot mixture was poured into ice water and the resulting solid was filtered, washed sequentially with water, ethanol and a small amount of ether and dried to give the title compound. Reactants: [N+](=O)([O-])C=1C=C(C=O)C=CC1 (3-nitrobenzaldehyde), N\C(=C/C(=O)OC1CCCC1)\C (cyclopentyl β-aminocrotonate), [N+](=O)([O-])CC(C)=O (nitroacetone). Solvent: C(C)O (ethanol). The product is CC=1NC(=C(C(C1[N+](=O)[O-])C1=CC(=CC=C1)[N+](=O)[O-])C(=O)OC1CCCC1)C (Cyclopentyl 1,4-dihydro-2,6-dimethyl-3-nitro-4-(3-nitrophenyl)-pyridine-5-carboxylate). Reaction SMILES: [N+:1]([C:4]1[CH:5]=[C:6]([CH:9]=[CH:10][CH:11]=1)[CH:7]=O)([O-:3])=[O:2].[NH2:12]/[C:13](/[CH3:23])=[CH:14]\[C:15]([O:17][CH:18]1[CH2:22][CH2:21][CH2:20][CH2:19]1)=[O:16].[N+:24]([CH2:27][C:28](=O)[CH3:29])([O-:26])=[O:25]>C(O)C>[CH3:29][C:28]1[NH:12][C:13]([CH3:23])=[C:14]([C:15]([O:17][CH:18]2[CH2:22][CH2:21][CH2:20][CH2:19]2)=[O:16])[CH:7]([C:6]2[CH:9]=[CH:10][CH:11]=[C:4]([N+:1]([O-:3])=[O:2])[CH:5]=2)[C:27]=1[N+:24]([O-:26])=[O:25]. Procedure: 15.1 g (0.1 mol) of 3-nitrobenzaldehyde, together with 16.9 g (0.1 mol) of cyclopentyl β-aminocrotonate and 10.3 g (0.1 mol) of nitroacetone in 150 ml of ethanol, were heated under reflux for 6 hours. After the reaction mixture had cooled, the solvent was distilled off in vacuo, and the oily residue was taken up in a small amount of chloroform and was chromatographed on a silica gel column, using chloroform with the addition of methanol. The fractions containing the reaction product were concent... Starting materials: N(=[N+]=[N-])C1=C(C=CC=C1)O (azidophenol), N(=[N+]=[N-])C1=C(C=CC=C1)O (azidophenol), Cl (HCl), CC1=NC=C(C(=C1O)C=O)COP(=O)(O)O (pyridoxal-5'-phosphate), C(C)(=O)[O-].[NH4+] (ammonium acetate), C1=CC=C2C(=C1)C(=O)C(C2=O)(O)O (ninhydrin), [NH4+].[OH-] (NH4OH), N(=[N+]=[N-])C=1C=C(C=CC1)O (m-azidophenol), C(C(=O)C)(=O)O (pyruvic acid), C1(=CC=CC=C1)O.N[C@@H](CC1=CC=C(C=C1)O)C(=O)O (tyrosine phenol). The solvent is O (water), C(C)(=O)O (acetic acid). Product: compound 1, N(=[N+]=[N-])C1=C(C[C@H](N)C(=O)O)C=CC(=C1)O (2-azido-L-tyrosine). Reaction SMILES: [N:1]([C:4]1[CH:5]=[C:6]([OH:10])[CH:7]=[CH:8][CH:9]=1)=[N+:2]=[N-:3].[C:11]([OH:16])(=[O:15])[C:12]([CH3:14])=O.CC1C(O)=C(C=O)C(COP(O)(O)=O)=C[N:19]=1.C([O-])(=O)C.[NH4+].C1(O)C=CC=CC=1.N[C@H](C(O)=O)CC1C=CC(O)=CC=1.[NH4+].[OH-].N(C1C=CC=CC=1O)=[N+]=[N-].Cl.C1C=C2C(C(O)(O)C(=O)C2=CC=1)=O>O.C(O)(=O)C>[N:1]([C:4]1[CH:5]=[C:6]([OH:10])[CH:7]=[CH:8][C:9]=1[CH2:14][C@@H:12]([C:11]([OH:16])=[O:15])[NH2:19])=[N+:2]=[N-:3] |f:3.4,5.6,7.8|. Procedure details: A solution of 450 mg of m-azidophenol (3.33 mmol), 407 mg pyruvic acid, 1.8 mg of pyridoxal-5'-phosphate, 711 mg of ammonium acetate and 10 units of tyrosine phenol lyase in 74 ml of water was adjusted to pH 8 with dilute NH4OH and stored in the dark at room temperature for 4 d. The mixture was then acidified with dilute acetic acid and filtered through celite. The filtrate was extracted two times with 50 ml of ethyl acetate to remove unreacted azidophenol [200 mg (1.48 mmol) azidophenol was rec...